The task is: describe an organic reaction: reactants, conditions, products, and yield. This data is from the Open Reaction Database (ORD), a public repository of structured organic reaction records. The reactants are [H-].C(C(C)C)[Al+]CC(C)C (diisobutylaluminum hydride), CO (methanol), COC([C@@H]([C@H](CC1CCCCC1)NC(=O)OC(C)(C)C)OCC1=CC=CC=C1)=O ((S)-3-t-butoxycarbonylamino-(R)-2-benzyloxy-4-cyclohexylbutyric acid methyl ester), [H-].C(C(C)C)[Al+]CC(C)C (DIBAL-H), C(=O)OCC (ethyl formate), aqueous solution. The solvent is CCOCC (ether), C1(=CC=CC=C1)C (toluene). Product: C(C)(C)(C)OC(=O)N[C@H]([C@H](C=O)OCC1=CC=CC=C1)CC1CCCCC1 ((S)-3-t-butoxycarbonylamino-(R)-2-benzyloxy-4-cyclohexylbutyraldehyde). Reaction SMILES: C[O:2][C:3](=O)[C@H:4]([O:21][CH2:22][C:23]1[CH:28]=[CH:27][CH:26]=[CH:25][CH:24]=1)[C@@H:5]([NH:13][C:14]([O:16][C:17]([CH3:20])([CH3:19])[CH3:18])=[O:15])[CH2:6][CH:7]1[CH2:12][CH2:11][CH2:10][CH2:9][CH2:8]1.[H-].C([Al+]CC(C)C)C(C)C.C(OCC)=O.CO>C1(C)C=CC=CC=1.CCOCC>[C:17]([O:16][C:14]([NH:13][C@@H:5]([CH2:6][CH:7]1[CH2:12][CH2:11][CH2:10][CH2:9][CH2:8]1)[C@@H:4]([O:21][CH2:22][C:23]1[CH:28]=[CH:27][CH:26]=[CH:25][CH:24]=1)[CH:3]=[O:2])=[O:15])([CH3:20])([CH3:18])[CH3:19] |f:1.2|. Reported procedure: A solution of 980 mg. (S)-3-t-butoxycarbonylamino-(R)-2-benzyloxy-4-cyclohexylbutyric acid methyl ester (Ii) in dry toluene (5 ml.) was cooled and stirred at -78° C. while a solution of diisobutylaluminum hydride (DIBAL-H, 6.05 ml.) was added dropwise so that the temperature did not exceed -65° C. 15 minutes after completion of the DIBAL-H addition dry ethyl formate (0.48 ml.) was added dropwise followed by dry methanol (0.6 ml.), stirring being then continued another 15 minutes at -78° C. where... Procedure: 125.1 gm of 4thiomorpholino-2,6-dichloro-pyrimidine (m.p. 118.5°-121.5°C) were dissolved in 1.2 liters of dioxane, a solution of 125.6 gm of N-formyl-piperazine in 0.1 liter of dioxane was added, and the mixture was refluxed for 2.5 hours. The precipitated N-formyl-piperazine hydrochloride was suction-filtered off, and the filtrate was diluted with 2 liters of water and cooled in the ice bath. The precipitated white crystals were washed with a small quantity of 50% dioxane and dried at 100°C. Yi... The product is C(=O)C1N(CCNC1)C1=NC(=CC(=N1)N1CCSCC1)Cl (2-Formyl-piperazino-4-thiomorpholino-6-chloro-pyrimidine). Starting materials: S1CCN(CC1)C1=NC(=NC(=C1)Cl)Cl (4thiomorpholino-2,6-dichloro-pyrimidine), O1CCOCC1 (dioxane), C(=O)N1CCNCC1 (N-formyl-piperazine), O1CCOCC1 (dioxane). RXN SMILES: [S:1]1[CH2:6][CH2:5][N:4]([C:7]2[CH:12]=[C:11]([Cl:13])[N:10]=[C:9](Cl)[N:8]=2)[CH2:3][CH2:2]1.C([N:17]1[CH2:22][CH2:21][NH:20][CH2:19][CH2:18]1)=O.[O:23]1CCOC[CH2:24]1>>[CH:24]([CH:19]1[CH2:18][NH:17][CH2:22][CH2:21][N:20]1[C:9]1[N:8]=[C:7]([N:4]2[CH2:5][CH2:6][S:1][CH2:2][CH2:3]2)[CH:12]=[C:11]([Cl:13])[N:10]=1)=[O:23].